From a dataset of the Open Reaction Database (ORD), a public repository of structured organic reaction records. describe an organic reaction: reactants, conditions, products, and yield Starting materials: CN(c1cccc2cc(C(=O)NCC(C)(CCN3CCOCC3)SCc3ccccc3)[nH]c12)S(=O)(=O)c1cccs1, CC#N, O=S(=O)(OS(=O)(=O)C(F)(F)F)C(F)(F)F, [Na+], O=C([O-])O, O=P(c1ccccc1)(c1ccccc1)c1ccccc1. The product is CN(c1cccc2cc(C3=NCC(C)(CCN4CCOCC4)S3)[nH]c12)S(=O)(=O)c1cccs1. Reaction SMILES: [CH2:36]([c:38]1[cH:39][cH:40][cH:41][cH:42][cH:48]1)[S:43][C:44]([CH2:45][NH:46][C:47](=[O:37])[c:49]1[nH:50][c:51]2[c:52]([N:58]([S:59](=[O:60])(=[O:61])[c:62]3[s:63][cH:64][cH:65][cH:66]3)[CH3:67])[cH:53][cH:54][cH:55][c:56]2[cH:57]1)([CH2:68][CH2:69][N:70]1[CH2:71][CH2:72][O:73][CH2:74][CH2:75]1)[CH3:76].[CH3:82][C:83]#[N:84].[F:21][C:22]([S:23]([O:24][S:25]([C:26]([F:27])([F:28])[F:29])(=[O:30])=[O:31])(=[O:32])=[O:33])([F:34])[F:35].[Na+:77].[OH:78][C:79](=[O:80])[O-:81].[c:1]1([P:2](=[O:3])([c:4]2[cH:5][cH:6][cH:7][cH:8][cH:9]2)[c:10]2[cH:11][cH:12][cH:13][cH:14][cH:15]2)[cH:16][cH:17][cH:18][cH:19][cH:20]1>>[S:43]1[C:44]([CH2:68][CH2:69][N:70]2[CH2:71][CH2:72][O:73][CH2:74][CH2:75]2)([CH3:76])[CH2:45][N:46]=[C:47]1[c:49]1[nH:50][c:51]2[c:52]([N:58]([S:59](=[O:60])(=[O:61])[c:62]3[s:63][cH:64][cH:65][cH:66]3)[CH3:67])[cH:53][cH:54][cH:55][c:56]2[cH:57]1. Starting materials: FC1=C(C#N)C=C(C(=C1)F)[N+](=O)[O-] (2,4-difluoro-5-nitrobenzonitrile), [NH4+].[OH-] (NH4OH), residue. The reagents and catalysts are [Zn] (zinc). Run in CCO (EtOH), CCOC(=O)C (EtOAc), CCOC(=O)C (EtOAc), C(C)(=O)O (acetic acid). Reaction conditions: time 30 minute. The product is NC1=CC(=C(C#N)C=C1N)F (4,5-Diamino-2-fluorobenzonitrile). RXN SMILES: [F:1][C:2]1[CH:9]=[C:8](F)[C:7]([N+:11]([O-])=O)=[CH:6][C:3]=1[C:4]#[N:5].[NH4+:14].[OH-]>CCO.CCOC(C)=O.C(O)(=O)C.[Zn]>[NH2:14][C:8]1[C:7]([NH2:11])=[CH:6][C:3]([C:4]#[N:5])=[C:2]([F:1])[CH:9]=1 |f:1.2|. Reported procedure: To a solution of 2,4-difluoro-5-nitrobenzonitrile (CAS #: 67152-20-9) (5.0 g, 27.2 mmol) in EtOH (100 mL) was added NH4OH (100 mL) slowly at room temperature. The mixture was stirred for 30 min, then concentrated under reduced pressure to about 100 mL. The yellow product was filtered and washed with water, and then dried. To a solution of the residue (3.96 g, 22 mmol) in EtOAc (150 mL) and acetic acid (25 mL) was added zinc (14.3 g, 219 mmol). The mixture was stirred at room temperature for 2 ho... Reactants: O=C(O)c1ccc(OCF)cn1, CC1(c2cc(N)ccc2F)N=C(N)OCC1(F)F. Yields the product CC1(c2cc(NC(=O)c3ccc(OCF)cn3)ccc2F)N=C(N)OCC1(F)F. Reaction SMILES: [F:19][CH2:20][O:21][c:22]1[cH:23][cH:24][c:25]([C:28](=[O:29])[OH:30])[n:26][cH:27]1.[NH2:1][c:2]1[cH:3][cH:4][c:5]([F:18])[c:6]([C:8]2([CH3:17])[N:9]=[C:10]([NH2:16])[O:11][CH2:12][C:13]2([F:14])[F:15])[cH:7]1>>[NH:1]([c:2]1[cH:3][cH:4][c:5]([F:18])[c:6]([C:8]2([CH3:17])[N:9]=[C:10]([NH2:16])[O:11][CH2:12][C:13]2([F:14])[F:15])[cH:7]1)[C:28]([c:25]1[cH:24][cH:23][c:22]([O:21][CH2:20][F:19])[cH:27][n:26]1)=[O:29]. Reactants: CI (methyl iodide), potassium lert-butoxide, C1=CC=CC=2OC3=CC=CC=C3C(C12)C(=O)OC (methyl 9-xanthenecarboxylate). Run in C1CCOC1 (THF), O1CCCC1 (tetrahydrofuran), O (water). Reaction conditions: time 10 minute. Yields the product CC1(C2=CC=CC=C2OC=2C=CC=CC12)C(=O)OC (methyl 9-methylxanthene-9-carboxylate). RXN SMILES: [CH:1]1[C:14]2[CH:13]([C:15]([O:17][CH3:18])=[O:16])[C:12]3[C:7](=[CH:8][CH:9]=[CH:10][CH:11]=3)[O:6][C:5]=2[CH:4]=[CH:3][CH:2]=1.[CH3:19]I>O1CCCC1.O>[CH3:19][C:13]1([C:15]([O:17][CH3:18])=[O:16])[C:14]2[CH:1]=[CH:2][CH:3]=[CH:4][C:5]=2[O:6][C:7]2[C:12]1=[CH:11][CH:10]=[CH:9][CH:8]=2. Reported procedure: 9.61 g (0.04 mol) of methyl 9-xanthenecarboxylate (obtainable according to step 1.1.a) are dissolved in 150 mL of tetrahydrofuran, combined with a solution of 5.0 g (0.042 mol) potassium lert-butoxide in THF, and stirred for 10 minutes. 5 mL (0.08 mol) of methyl iodide are then added dropwise with gentle cooling; after all has been added, the mixture is stirred for 1 hour at ambient temperature. The reaction mixture is diluted with water to a total volume of 800 mL, extracted with diethyl ether,... Reactants: C1CCNCC1, O=Cc1ccccc1O, O=C1Cc2ccccc2N1C1=NCCS1, c1ccccc1. Product: O=C1C(=Cc2ccccc2O)c2ccccc2N1C1=NCCS1. Reaction SMILES: [CH2:25]1[CH2:26][CH2:27][NH:28][CH2:29][CH2:30]1.[CH:16](=[O:17])[c:18]1[cH:19][cH:20][cH:21][cH:22][c:23]1[OH:24].[S:1]1[C:2]([N:6]2[C:7](=[O:15])[CH2:8][c:9]3[cH:10][cH:11][cH:12][cH:13][c:14]32)=[N:3][CH2:4][CH2:5]1.[cH:31]1[cH:32][cH:33][cH:34][cH:35][cH:36]1>>[S:1]1[C:2]([N:6]2[C:7](=[O:15])[C:8](=[CH:16][c:18]3[cH:19][cH:20][cH:21][cH:22][c:23]3[OH:24])[c:9]3[cH:10][cH:11][cH:12][cH:13][c:14]32)=[N:3][CH2:4][CH2:5]1. Starting materials: NC1=C(CO)C=CC=C1Cl (2-amino-3-chlorobenzyl alcohol), Cl (hydrochloric acid), C(=S)=S (carbon disulfide), [OH-].[K+] (potassium hydroxide). Solvent: C(C)O (ethanol). Yields the product ClC1=CC=CC=2CSC(NC21)=S (8-chloro-1,4-dihydro-2H-3,1-benzothiazin-2-thione). As a reaction SMILES: [NH2:1][C:2]1[C:9]([Cl:10])=[CH:8][CH:7]=[CH:6][C:3]=1[CH2:4]O.[C:11](=[S:13])=[S:12].[OH-].[K+].Cl>C(O)C>[Cl:10][C:9]1[C:2]2[NH:1][C:11](=[S:12])[S:13][CH2:4][C:3]=2[CH:6]=[CH:7][CH:8]=1 |f:2.3|. Procedure details: A 9 g. portion of 2-amino-3-chlorobenzyl alcohol was combined with 15 ml. of carbon disulfide and 5 g. of potassium hydroxide in 100 ml. of ethanol. The reaction mixture was stirred at reflux temperature overnight, and was then dumped into ice. After the aqueous mixture was acidified with hydrochloric acid, the product was extracted from the mixture with methylene chloride and was purified by chromatography over alumina with chloroform-hexane as the eluent. After recrystallization from methanol,...